From a dataset of the Open Reaction Database (ORD), a public repository of structured organic reaction records. describe an organic reaction: reactants, conditions, products, and yield Starting materials: N(=O)[O-].[Na+] (sodium nitrite), stannous chloride dihydrate, ClC1=C(N)C=CC(=C1Cl)Cl (2,3,4-Trichloroaniline), N (ammonia). The solvent is S(O)(O)(=O)=O (sulphuric acid), Cl (hydrochloric acid), C(C)(=O)O (acetic acid). Conditions: temperature 60 celsius. The product is ClC1=C(C=CC(=C1Cl)Cl)NN (2,3,4-trichlorophenylhydrazine). The yield is 79.9%. As a reaction SMILES: [Cl:1][C:2]1[C:8]([Cl:9])=[C:7]([Cl:10])[CH:6]=[CH:5][C:3]=1[NH2:4].[N:11]([O-])=O.[Na+].N>C(O)(=O)C.S(=O)(=O)(O)O.Cl>[Cl:1][C:2]1[C:8]([Cl:9])=[C:7]([Cl:10])[CH:6]=[CH:5][C:3]=1[NH:4][NH2:11] |f:1.2|. Procedure details: 2,3,4-Trichloroaniline (100 g) was dissolved with stirring in glacial acetic acid (875 ml) at 55°-60° C. A solution of sodium nitrite (39.5 g) in concentrated sulphuric acid (300 ml) was then added over 15 minutes at 55°-60° C. to the solution thus obtained. The viscous mixture obtained was cooled to 5°-10° C. and a solution of stannous chloride dihydrate (437 g) in concentrated hydrochloric acid (375 ml) was added at 5°-10° C. over 20 minutes. A fine, off-white solid precipitated. To aid filtra...